This data is from the Open Reaction Database (ORD), a public repository of structured organic reaction records. The task is: describe an organic reaction: reactants, conditions, products, and yield The product is COc1ccc(OCC(F)(F)F)cc1N1CCN(C(=O)OC(C)(C)C)CC1. As a reaction SMILES: [C:1]([CH3:2])([CH3:3])([CH3:4])[O:5][C:6](=[O:7])[N:8]1[CH2:9][CH2:10][N:11]([c:14]2[c:15]([O:21][CH3:22])[cH:16][cH:17][c:18]([OH:20])[cH:19]2)[CH2:12][CH2:13]1.[C:23](=[O:24])([O-:25])[O-:26].[CH3:45][C:46]#[N:47].[Cs+:27].[Cs+:28].[c:29]1([CH3:30])[cH:31][cH:32][c:33]([S:34]([O:35][CH2:39][C:40]([F:41])([F:42])[F:43])(=[O:36])=[O:37])[cH:38][cH:44]1>>[C:1]([CH3:2])([CH3:3])([CH3:4])[O:5][C:6](=[O:7])[N:8]1[CH2:9][CH2:10][N:11]([c:14]2[c:15]([O:21][CH3:22])[cH:16][cH:17][c:18]([O:20][CH2:39][C:40]([F:41])([F:42])[F:43])[cH:19]2)[CH2:12][CH2:13]1. Reactants: COc1ccc(O)cc1N1CCN(C(=O)OC(C)(C)C)CC1, O=C([O-])[O-], CC#N, [Cs+], [Cs+], Cc1ccc(S(=O)(=O)OCC(F)(F)F)cc1. Starting materials: CO, COC=O, [N-]=[N+]=[N-], [Na+], O, c1ccc(CCCCCCOCC2CO2)cc1. Product: [N-]=[N+]=NCC(O)COCCCCCCc1ccccc1. As a reaction SMILES: [CH3:22][OH:23].[CH:24]([O:25][CH3:26])=[O:27].[N-:19]=[N+:20]=[N-:21].[Na+:18].[OH2:28].[c:1]1([CH2:7][CH2:8][CH2:9][CH2:10][CH2:11][CH2:12][O:13][CH2:14][CH:15]2[O:16][CH2:17]2)[cH:2][cH:3][cH:4][cH:5][cH:6]1>>[c:1]1([CH2:7][CH2:8][CH2:9][CH2:10][CH2:11][CH2:12][O:13][CH2:14][CH:15]([OH:16])[CH2:17][N:19]=[N+:20]=[N-:21])[cH:2][cH:3][cH:4][cH:5][cH:6]1. The reactants are C(=O)(O)[O-].[Na+] (NaHCO3), C(=O)([O-])[O-].[K+].[K+] (K2CO3), C(C1=CC=CC=C1)OC=1C=CC(=NC1)C1=NNC=2C1=NC=CC2 (3-[5-(benzyloxy)pyridin-2-yl]-1H-pyrazolo[4,3-b]pyridine), C(C)I (EtI). Run in CN(C)C=O (DMF). Run at time 8 hour. Yields the product C(C1=CC=CC=C1)OC=1C=CC(=NC1)C1=NN(C=2C1=NC=CC2)CC (3-[5-(Benzyloxy)pyridin-2-yl]-1-ethyl-1H-pyrazolo[4,3-b]pyridine). RXN SMILES: C([O-])([O-])=O.[K+].[K+].[CH2:7]([O:14][C:15]1[CH:16]=[CH:17][C:18]([C:21]2[C:25]3=[N:26][CH:27]=[CH:28][CH:29]=[C:24]3[NH:23][N:22]=2)=[N:19][CH:20]=1)[C:8]1[CH:13]=[CH:12][CH:11]=[CH:10][CH:9]=1.[CH2:30](I)[CH3:31].C([O-])(O)=O.[Na+]>CN(C=O)C>[CH2:7]([O:14][C:15]1[CH:16]=[CH:17][C:18]([C:21]2[C:25]3=[N:26][CH:27]=[CH:28][CH:29]=[C:24]3[N:23]([CH2:30][CH3:31])[N:22]=2)=[N:19][CH:20]=1)[C:8]1[CH:9]=[CH:10][CH:11]=[CH:12][CH:13]=1 |f:0.1.2,5.6|. Reported procedure: A mixture of K2CO3 (212 mg, 1.53 mmol), 3-[5-(benzyloxy)pyridin-2-yl]-1H-pyrazolo[4,3-b]pyridine (232 mg) in DMF (3 mL) was added EtI (0.064 mL), and stirred at room temperature overnight. The mixture was added to saturated NaHCO3 aqueous solution and extracted with AcOEt. The organic layer was separated, washed with brine and dried over Na2SO4 and concentrated under reduced pressure. The residue was purified by silica gel column chromatography (AcOEt/hexane) to give the title compound (224 mg). Starting materials: FC(C(F)(F)F)(C1=CC=C(C=O)C=C1)F (4-(Pentafluoroethyl)benzaldehyde), CC(C(=O)[O-])[C@H]1C[C@H](NCC1)C1=CC=C(C=C1)C(F)(F)F ((±)-Methyl{(2S,4R)-2-[4-(trifluoromethyl)phenyl]piperidin-4-yl}acetate), CC(=C)C#C (2-methylbut-1-en-3-yne). Yields the product CC(C#C[C@H](C1=CC=C(C=C1)C(C(F)(F)F)(F)F)N1[C@@H](C[C@@H](CC1)CC(=O)O)C1=CC=C(C=C1)C(F)(F)F)=C ({(2S,4R)-1-{(1S)-4-Methyl-1-[4-(pentafluoroethyl)phenyl]pent-4-en-2-yn-1-yl}-2-[4-(trifluoromethyl)phenyl]piperidin-4-yl}acetic acid). Reaction SMILES: [F:1][C:2]([F:15])([C:7]1[CH:14]=[CH:13][C:10]([CH:11]=O)=[CH:9][CH:8]=1)[C:3]([F:6])([F:5])[F:4].C[CH:17]([C@@H:21]1[CH2:26][CH2:25][NH:24][C@H:23]([C:27]2[CH:32]=[CH:31][C:30]([C:33]([F:36])([F:35])[F:34])=[CH:29][CH:28]=2)[CH2:22]1)[C:18]([O-:20])=[O:19].[CH3:37][C:38]([C:40]#[CH:41])=[CH2:39]>>[CH3:39][C:38](=[CH2:37])[C:40]#[C:41][C@@H:11]([N:24]1[CH2:25][CH2:26][C@@H:21]([CH2:17][C:18]([OH:20])=[O:19])[CH2:22][C@H:23]1[C:27]1[CH:28]=[CH:29][C:30]([C:33]([F:36])([F:35])[F:34])=[CH:31][CH:32]=1)[C:10]1[CH:13]=[CH:14][C:7]([C:2]([F:15])([F:1])[C:3]([F:6])([F:5])[F:4])=[CH:8][CH:9]=1. Procedure: The title compound was prepared from the aldehyde from Step 2, methyl{(2S,4R)-2-[4-(trifluoromethyl)phenyl]piperidin-4-yl}acetate (Example 114, Step 1) and 2-methylbut-1-en-3-yne as described in Example 116. M/Z (ES+) 560 (MH+). 1H NMR (400 MHz, CDCl3): δ 1.33 (1H, dq, J 5.2, 13.4), 1.46 (1H, q, J 11.9), 1.75 (1H, d, J 10.6), 1.94 (1H, d, J 13.4), 1.98-2.05 (4H, m), 2.23-2.36 (2H, m), 2.43-2.54 (2H, m), 3.69 (1H, dd, J 2.6, 11.1), 4.60 (1H, s), 5.32 (1H, quintet, J 1.6), 5.4 (1H, s), 7.54 (2H, d... The reactants are OC1=NC=NC=2N1N=CC2C2=C(C=CC=C2)OC (4-hydroxy-8-(2-methoxyphenyl)pyrazolo[1,5-a]-1,3,5-triazine), [Cl-].[Al+3].[Cl-].[Cl-] (aluminum chloride), [N+](=O)([O-])C1=CC=CC=C1 (nitrobenzene), ice water. Run at time 5 hour. Yields the product OC1=NC=NC=2N1N=CC2C2=C(C=CC=C2)O (4-Hydroxy-8-(2-hydroxyphenyl)pyrazolo[1,5-a]-1,3,5-triazine). The yield is 61.4%. RXN SMILES: [OH:1][C:2]1[N:7]2[N:8]=[CH:9][C:10]([C:11]3[CH:16]=[CH:15][CH:14]=[CH:13][C:12]=3[O:17]C)=[C:6]2[N:5]=[CH:4][N:3]=1.[Cl-].[Al+3].[Cl-].[Cl-].[N+](C1C=CC=CC=1)([O-])=O>>[OH:1][C:2]1[N:7]2[N:8]=[CH:9][C:10]([C:11]3[CH:16]=[CH:15][CH:14]=[CH:13][C:12]=3[OH:17])=[C:6]2[N:5]=[CH:4][N:3]=1 |f:1.2.3.4|. Procedure details: A mixture of 4-hydroxy-8-(2-methoxyphenyl)pyrazolo[1,5-a]-1,3,5-triazine (242 mg), aluminum chloride (799 mg) and nitrobenzene (3 ml) is stirred at 80°-90° C. for 5 hours. The reaction mixture is cooled and poured into ice water. The precipitate is separated by filtration, washed with water and dried to give the title compound (140 mg).